The task is: describe an organic reaction: reactants, conditions, products, and yield. This data is from the Open Reaction Database (ORD), a public repository of structured organic reaction records. Starting materials: CN(C1=CC=C(C=O)C=C1)C (4-dimethylamino-benzaldehyde), [Cl-].N[N+]1=C(N(C=C1)N)C(C)C (1,3-diamino-2-isopropyl-imidazolium chloride). The solvent is C(C)(=O)O (acetic acid). Reaction conditions: time 2 day. Yields the product [Cl-].CN(C1=CC=C(C=N[N+]2=C(N(C=C2)N=CC2=CC=C(C=C2)N(C)C)C(C)C)C=C1)C (1,3-bis[[p-(dimethylamino)benzylidene]amino]-2-isopropyl-imidazolium chloride). As a reaction SMILES: [CH3:1][N:2]([CH3:11])[C:3]1[CH:10]=[CH:9][C:6]([CH:7]=O)=[CH:5][CH:4]=1.[Cl-:12].[NH2:13][N+:14]1[CH:18]=[CH:17][N:16]([NH2:19])[C:15]=1[CH:20]([CH3:22])[CH3:21]>C(O)(=O)C>[Cl-:12].[CH3:1][N:2]([CH3:11])[C:3]1[CH:10]=[CH:9][C:6]([CH:7]=[N:13][N+:14]2[CH:18]=[CH:17][N:16]([N:19]=[CH:7][C:6]3[CH:9]=[CH:10][C:3]([N:2]([CH3:11])[CH3:1])=[CH:4][CH:5]=3)[C:15]=2[CH:20]([CH3:22])[CH3:21])=[CH:5][CH:4]=1 |f:1.2,4.5|. Procedure: 1.49 g of 4-dimethylamino-benzaldehyde are added to a solution of 0.88 g of 1,3-diamino-2-isopropyl-imidazolium chloride in 15 ml of glacial acetic acid. After allowing the reaction mixture to stand at room temperature for 2 days, the product is crystallized out by the addition of ether and then recrystallized from ethanol. There is obtained 1,3-bis[[p-(dimethylamino)benzylidene]amino]-2-isopropyl-imidazolium chloride of melting point 241°. Reactants: CO\N=C(/C(=O)N[C@H]1[C@@H]2N(C(=C(CS2)\C=C/CCl)C(=O)OCC2=CC=C(C=C2)OC)C1=O)\C=1N=C(SC1)NC(C1=CC=CC=C1)(C1=CC=CC=C1)C1=CC=CC=C1 (p-methoxybenzyl 7β-[(Z)-2-methoxyimino-2-(2-tritylaminothiazol-4-yl)acetamido]-3-[(Z)-3-chloro-1-propen-1-yl]3-cephem-4-carboxylate), [I-].[Na+] (sodium iodide). Solvent: CC(=O)C (acetone). Conditions: time 15 minute. Product: CO\N=C(/C(=O)N[C@H]1[C@@H]2N(C(=C(CS2)\C=C\CI)C(=O)OCC2=CC=C(C=C2)OC)C1=O)\C=1N=C(SC1)NC(C1=CC=CC=C1)(C1=CC=CC=C1)C1=CC=CC=C1 (p-methoxybenzyl 7β-[(Z)-2-methoxyimino-2-(2-tritylaminothiazol-4-yl)acetamido]-3-[(E)-3-iodo-1-propen-1-yl]3-cephem-4-carboxylate). The yield is 72.0%. As a reaction SMILES: [CH3:1][O:2]/[N:3]=[C:4](/[C:33]1[N:34]=[C:35]([NH:38][C:39]([C:52]2[CH:57]=[CH:56][CH:55]=[CH:54][CH:53]=2)([C:46]2[CH:51]=[CH:50][CH:49]=[CH:48][CH:47]=2)[C:40]2[CH:45]=[CH:44][CH:43]=[CH:42][CH:41]=2)[S:36][CH:37]=1)\[C:5]([NH:7][C@@H:8]1[C:31](=[O:32])[N:10]2[C:11]([C:19]([O:21][CH2:22][C:23]3[CH:28]=[CH:27][C:26]([O:29][CH3:30])=[CH:25][CH:24]=3)=[O:20])=[C:12](/[CH:15]=[CH:16]\[CH2:17]Cl)[CH2:13][S:14][C@H:9]12)=[O:6].[I-:58].[Na+]>CC(C)=O>[CH3:1][O:2]/[N:3]=[C:4](/[C:33]1[N:34]=[C:35]([NH:38][C:39]([C:52]2[CH:57]=[CH:56][CH:55]=[CH:54][CH:53]=2)([C:46]2[CH:51]=[CH:50][CH:49]=[CH:48][CH:47]=2)[C:40]2[CH:45]=[CH:44][CH:43]=[CH:42][CH:41]=2)[S:36][CH:37]=1)\[C:5]([NH:7][C@@H:8]1[C:31](=[O:32])[N:10]2[C:11]([C:19]([O:21][CH2:22][C:23]3[CH:28]=[CH:27][C:26]([O:29][CH3:30])=[CH:25][CH:24]=3)=[O:20])=[C:12](/[CH:15]=[CH:16]/[CH2:17][I:58])[CH2:13][S:14][C@H:9]12)=[O:6] |f:1.2|. Procedure: To a solution of p-methoxybenzyl 7β-[(Z)-2-methoxyimino-2-(2-tritylaminothiazol-4-yl)acetamido]-3-[(Z)-3-chloro-1-propen-1-yl]3-cephem-4-carboxylate(1.5 g) dissolved in acetone(30 ml), sodium iodide(0.82 g) was added thereto under ice-cooling. The resulting solution was stirred for 15 minutes under ice-cooling and for additional 60 minutes at room temperature. The solvent was distilled off, and the residue was extracted with ethyl acetate. The extract was washed with a 10%-sodium thiosulfate and... Starting materials: O=C([O-])[O-], CC(=O)OC(C)=O, CNCCC(=O)C1CC1, [K+], [K+]. Product: CC(=O)N(C)CCC(=O)C1CC1. RXN SMILES: [C:10](=[O:11])([O-:12])[O-:13].[CH3:16][C:17]([O:18][C:20]([CH3:21])=[O:22])=[O:19].[CH:1]1([C:4]([CH2:5][CH2:6][NH:7][CH3:8])=[O:9])[CH2:2][CH2:3]1.[K+:14].[K+:15]>>[CH:1]1([C:4]([CH2:5][CH2:6][N:7]([CH3:8])[C:20]([CH3:21])=[O:22])=[O:9])[CH2:2][CH2:3]1. Reactants: [S-]C#N.[K+] (potassium thiocyanate), F[B-](F)(F)F.C(C1=CC=CC=C1)(=O)C1=C(C=C(C=C1[N+](=O)[O-])C(=O)O)[N+]#N (2-benzoyl-5-carboxy-3-nitrobenzenediazonium tetrafluoroborate). The reagents and catalysts are [Cu](SC#N)SC#N (copper thiocyanate). Run in O (water). Conditions: time 20 hour. Yields the product C(C1=CC=CC=C1)(=O)C1=C(C=C(C(=O)O)C=C1[N+](=O)[O-])SC#N (4-benzoyl-5-nitro-3-thiocyanobenzoic acid). Reaction SMILES: [S-:1][C:2]#[N:3].[K+].F[B-](F)(F)F.[C:10]([C:18]1[C:23]([N+:24]([O-:26])=[O:25])=[CH:22][C:21]([C:27]([OH:29])=[O:28])=[CH:20][C:19]=1[N+]#N)(=[O:17])[C:11]1[CH:16]=[CH:15][CH:14]=[CH:13][CH:12]=1>[Cu](SC#N)SC#N.O>[C:10]([C:18]1[C:23]([N+:24]([O-:26])=[O:25])=[CH:22][C:21]([C:27]([OH:29])=[O:28])=[CH:20][C:19]=1[S:1][C:2]#[N:3])(=[O:17])[C:11]1[CH:16]=[CH:15][CH:14]=[CH:13][CH:12]=1 |f:0.1,2.3|. Procedure details: To a mixture of potassium thiocyanate (42 g), copper thiocyanate (4s g) and water (400 ml), 2-benzoyl-5-carboxy3-nitrobenzenediazonium tetrafluoroborate (prepared as described in Example 17, step A; 28 g) is added in portions while stirring at 45°-50° C. After the addition is completed, the mixture is stirred at about 50° C. for a further 4 hours and thereafter at room temperature for about 20 hours. The resulting precipitate is collected by filtration, washed with water and dried. The dried sol... Reactants: c1ccc2c(c1)COC2, [K+], [Na+], O=[N+]([O-])[O-], [OH-], O, O, O, O=S(=O)(O)O, Cl[Sn](Cl)(Cl)Cl. Yields the product Nc1ccc2c(c1)COC2. As a reaction SMILES: [CH2:1]1[O:2][CH2:3][c:4]2[cH:5][cH:6][cH:7][cH:8][c:9]21.[K+:10].[Na+:23].[O-:11][N+:12](=[O:13])[O-:14].[OH-:22].[OH2:15].[OH2:16].[OH2:29].[S:24](=[O:25])(=[O:26])([OH:27])[OH:28].[Sn:17]([Cl:18])([Cl:19])([Cl:20])[Cl:21]>>[CH2:1]1[O:2][CH2:3][c:4]2[cH:5][c:6]([NH2:12])[cH:7][cH:8][c:9]21. Starting materials: C(C)OC(=O)C=1C=C2CC(C(NC2=CC1)C=1C=NC=C(C1)Br)(C)C (2-(5-bromo-pyridin-3-yl)-3,3-dimethyl-1,2,3,4-tetrahydro-quinoline-6-carboxylic acid ethyl ester), C(C)(C)(C)C1=CC=C(C=C1)B(O)O (4-tert-butylphenylboronic acid), C([O-])([O-])=O.[Na+].[Na+] (sodium carbonate). Reagents/catalysts: C=1C=CC(=CC1)[P](C=2C=CC=CC2)(C=3C=CC=CC3)[Pd]([P](C=4C=CC=CC4)(C=5C=CC=CC5)C=6C=CC=CC6)([P](C=7C=CC=CC7)(C=8C=CC=CC8)C=9C=CC=CC9)[P](C=1C=CC=CC1)(C=1C=CC=CC1)C=1C=CC=CC1 (tetrakis(triphenylphosphine)palladium(0)). The solvent is O1CCOCC1 (dioxane), O (water), C(C)(=O)OCC (ethyl acetate). Product: C(C)OC(=O)C=1C=C2CC(C(NC2=CC1)C=1C=NC=C(C1)C1=CC=C(C=C1)C(C)(C)C)(C)C (2-[5-(4-tert-butyl-phenyl)-pyridin-3-yl]-3,3-dimethyl-1,2,3,4-tetrahydro-quinoline-6-carboxylic acid ethyl ester). The yield is 99.4%. As a reaction SMILES: [CH2:1]([O:3][C:4]([C:6]1[CH:7]=[C:8]2[C:13](=[CH:14][CH:15]=1)[NH:12][CH:11]([C:16]1[CH:17]=[N:18][CH:19]=[C:20](Br)[CH:21]=1)[C:10]([CH3:24])([CH3:23])[CH2:9]2)=[O:5])[CH3:2].[C:25]([C:29]1[CH:34]=[CH:33][C:32](B(O)O)=[CH:31][CH:30]=1)([CH3:28])([CH3:27])[CH3:26].C(=O)([O-])[O-].[Na+].[Na+]>O1CCOCC1.O.C(OCC)(=O)C.C1C=CC([P]([Pd]([P](C2C=CC=CC=2)(C2C=CC=CC=2)C2C=CC=CC=2)([P](C2C=CC=CC=2)(C2C=CC=CC=2)C2C=CC=CC=2)[P](C2C=CC=CC=2)(C2C=CC=CC=2)C2C=CC=CC=2)(C2C=CC=CC=2)C2C=CC=CC=2)=CC=1>[CH2:1]([O:3][C:4]([C:6]1[CH:7]=[C:8]2[C:13](=[CH:14][CH:15]=1)[NH:12][CH:11]([C:16]1[CH:17]=[N:18][CH:19]=[C:20]([C:32]3[CH:33]=[CH:34][C:29]([C:25]([CH3:28])([CH3:27])[CH3:26])=[CH:30][CH:31]=3)[CH:21]=1)[C:10]([CH3:24])([CH3:23])[CH2:9]2)=[O:5])[CH3:2] |f:2.3.4,^1:60,62,81,100|. Reported procedure: To a mixture of 2-(5-bromo-pyridin-3-yl)-3,3-dimethyl-1,2,3,4-tetrahydro-quinoline-6-carboxylic acid ethyl ester (778 mg, 2 mmol), 4-tert-butylphenylboronic acid (358 mg, 2 mmol) and tetrakis(triphenylphosphine)palladium(0) (232 mg, 0.2 mmol) in dioxane (10 mL) was added 2 M sodium carbonate solution in water (2 mL). The resulting mixture was subjected to microwave irradiation for 1 h at 110° C. The mixture was diluted with ethyl acetate (200 mL), washed with saturated aqueous sodium bicarbonate... The reactants are [H-].[Na+] (NaH), C(C)N1C(NC(=C1C1=CC=CC=C1)C1=CC=CC=C1)=O (1-ethyl-4.5-diphenyl-4-imidazolin-2-one), C(C)OC(CCCCCCCl)=O (7-chloroenanthic acid ethyl ester). Solvent: CN(C)C=O (DMF). Yields the product C(C)OC(CCCCCCN1C(N(C(=C1C1=CC=CC=C1)C1=CC=CC=C1)CC)=O)=O (7-(3-ethyl-4.5-diphenyl-2-oxo-4-imidazolin-1-yl) enanthic acid ethyl ester). RXN SMILES: [H-].[Na+].[CH2:3]([N:5]1[C:9]([C:10]2[CH:15]=[CH:14][CH:13]=[CH:12][CH:11]=2)=[C:8]([C:16]2[CH:21]=[CH:20][CH:19]=[CH:18][CH:17]=2)[NH:7][C:6]1=[O:22])[CH3:4].[CH2:23]([O:25][C:26](=[O:34])[CH2:27][CH2:28][CH2:29][CH2:30][CH2:31][CH2:32]Cl)[CH3:24]>CN(C=O)C>[CH2:23]([O:25][C:26](=[O:34])[CH2:27][CH2:28][CH2:29][CH2:30][CH2:31][CH2:32][N:7]1[C:8]([C:16]2[CH:21]=[CH:20][CH:19]=[CH:18][CH:17]=2)=[C:9]([C:10]2[CH:11]=[CH:12][CH:13]=[CH:14][CH:15]=2)[N:5]([CH2:3][CH3:4])[C:6]1=[O:22])[CH3:24] |f:0.1|. Reported procedure: The product is obtained as described in example 1 from 2.1 g of NaH (80% suspension in mineral oil), 18.5 g of 1-ethyl-4.5-diphenyl-4-imidazolin-2-one, 140 cc. of DMF, 13.5 g of 7-chloroenanthic acid ethyl ester and 2.1 g of NaJ. Reactants: FC1=C(C(=C(C(=C1C(=O)O)F)F)F)F (pentafluorobenzoic acid), [OH-].[Ca+2].[OH-] (calcium hydroxide). The solvent is C(CO)O (ethylene glycol). Run at time 6 hour. The product is FC=1C(=C(C(=C(C1)F)F)F)F (pentafluorobenzene). Reaction SMILES: [F:1][C:2]1[C:7](C(O)=O)=[C:6]([F:11])[C:5]([F:12])=[C:4]([F:13])[C:3]=1[F:14].[OH-].[Ca+2].[OH-]>C(O)CO>[F:1][C:2]1[C:3]([F:14])=[C:4]([F:13])[C:5]([F:12])=[C:6]([F:11])[CH:7]=1 |f:1.2.3|. Procedure details: In a three-necked flask provided with a stirring device, a reflux condenser, and a thermometer, 13.90 g (66 m.mols) of pentafluorobenzoic acid, 40 g of ethylene glycol, and 0.82 g (11 m.mols) of calcium hydroxide were placed and heated and the ensuant reaction was continued for 6 hours, with the reaction temperature gradually lowered meanwhile from the initial level of 140° C. to the terminal level of 110° C. After the reaction was completed, pentafluorobenzene was isolated by distillation. By t... Reactants: CCO, FC(F)(F)c1ccc2c(Cl)ncnc2c1, Nc1ccc(S(=O)(=O)O)cc1. The product is O=S(=O)(O)c1ccc(Nc2ncnc3cc(C(F)(F)F)ccc23)cc1. RXN SMILES: [CH3:27][CH2:28][OH:29].[Cl:12][c:13]1[n:14][cH:15][n:16][c:17]2[cH:18][c:19]([C:23]([F:24])([F:25])[F:26])[cH:20][cH:21][c:22]12.[S:1](=[O:2])([c:3]1[cH:4][cH:5][c:6]([NH2:9])[cH:7][cH:8]1)(=[O:10])[OH:11]>>[S:1](=[O:2])([c:3]1[cH:4][cH:5][c:6]([NH:9][c:13]2[n:14][cH:15][n:16][c:17]3[cH:18][c:19]([C:23]([F:24])([F:25])[F:26])[cH:20][cH:21][c:22]23)[cH:7][cH:8]1)(=[O:10])[OH:11].